Dataset: the Open Reaction Database (ORD), a public repository of structured organic reaction records. Task: describe an organic reaction: reactants, conditions, products, and yield Starting materials: CN(C)C=O, CCC1c2cc(C)c3[nH]c(=O)c(C)cc3c2OC1CN=[N+]=[N-]. Yields the product CCC1c2cc(C)c3[nH]c(=O)c(C)cc3c2OC1CN. As a reaction SMILES: [CH3:23][N:24]([CH3:25])[CH:26]=[O:27].[N:1](=[N+:2]=[N-:3])[CH2:4][CH:5]1[CH:6]([CH2:21][CH3:22])[c:7]2[c:8]([c:9]3[cH:10][c:11]([CH3:19])[c:12](=[O:18])[nH:13][c:14]3[c:15]([CH3:17])[cH:16]2)[O:20]1>>[NH2:1][CH2:4][CH:5]1[CH:6]([CH2:21][CH3:22])[c:7]2[c:8]([c:9]3[cH:10][c:11]([CH3:19])[c:12](=[O:18])[nH:13][c:14]3[c:15]([CH3:17])[cH:16]2)[O:20]1. Reactants: resultant mixture, Cl (hydrochloric acid), ON1N=NC2=C1C=CC=C2 (N-hydroxy benzotriazole), CN(CCCN=C=NCC)C (1-(3-dimethylaminopropyl)-3-ethylcarbodiimide), CN1CCOCC1 (4-methylmorpholine), CN(CCN)C (N1, N1-dimethylethane-1,2-diamine), COC(=O)C=1C=C2CC(C(NC2=CC1)C=1C=C(C(=O)O)C=CC1)(C)C (3-(6-(methoxycarbonyl)-3,3-dimethyl-1,2,3,4-tetrahydroquinolin-2-yl)benzoic acid). Solvent: ClCCl (dichloromethane). Conditions: time 40 minute. Yields the product CN(CCNC(=O)C=1C=C(C=CC1)C1NC2=CC=C(C=C2CC1(C)C)C(=O)OC)C (methyl 2-(3-(2-(dimethylamino)ethylcarbamoyl)phenyl)-3,3-dimethyl-1,2,3,4-tetrahydroquinoline-6-carboxylate). Isolated yield 106.0%. RXN SMILES: [CH3:1][O:2][C:3]([C:5]1[CH:6]=[C:7]2[C:12](=[CH:13][CH:14]=1)[NH:11][CH:10]([C:15]1[CH:16]=[C:17]([CH:21]=[CH:22][CH:23]=1)[C:18](O)=[O:19])[C:9]([CH3:25])([CH3:24])[CH2:8]2)=[O:4].ON1C2C=CC=CC=2N=N1.CN(C)CCCN=C=NCC.Cl.CN1CCOCC1.[CH3:55][N:56]([CH3:60])[CH2:57][CH2:58][NH2:59]>ClCCl>[CH3:55][N:56]([CH3:60])[CH2:57][CH2:58][NH:59][C:18]([C:17]1[CH:16]=[C:15]([CH:10]2[C:9]([CH3:24])([CH3:25])[CH2:8][C:7]3[C:12](=[CH:13][CH:14]=[C:5]([C:3]([O:2][CH3:1])=[O:4])[CH:6]=3)[NH:11]2)[CH:23]=[CH:22][CH:21]=1)=[O:19]. Reported procedure: To a suspension of 3-(6-(methoxycarbonyl)-3,3-dimethyl-1,2,3,4-tetrahydroquinolin-2-yl)benzoic acid (150 mg, 0.44 mmol, 1.0 eq.) in dichloromethane (10.0 ml) was added N-hydroxy benzotriazole (89.2 mg, 0.66 mmol, 1.5 eq.) and 1-(3-dimethylaminopropyl)-3-ethylcarbodiimide.hydrochloric acid (253.0 mg, 1.32 mmol, 3.0 eq.), followed by 4-methylmorpholine (133.5 mg, 1.32 mmol) and the resultant mixture was stirred at room temperature for 40 min. Then N1, N1-dimethylethane-1,2-diamine (42.7 mg, 0.48 m... Reactants: COC1=CC=C(C=C1)N1N=CC(=C1)C#N (1-(4-methoxyphenyl)-1H-pyrazole-4-carbonitrile), B(Br)(Br)Br (boron tribromide). Run in ClCCl (dichloromethane). Run at time 16 hour. Product: OC1=CC=C(C=C1)N1N=CC(=C1)C#N (1-(4-hydroxyphenyl)-1H-pyrazole-4-carbonitrile). The yield is 43.2%. Reaction SMILES: C[O:2][C:3]1[CH:8]=[CH:7][C:6]([N:9]2[CH:13]=[C:12]([C:14]#[N:15])[CH:11]=[N:10]2)=[CH:5][CH:4]=1.B(Br)(Br)Br>ClCCl>[OH:2][C:3]1[CH:4]=[CH:5][C:6]([N:9]2[CH:13]=[C:12]([C:14]#[N:15])[CH:11]=[N:10]2)=[CH:7][CH:8]=1. Reported procedure: To a solution of 1-(4-methoxyphenyl)-1H-pyrazole-4-carbonitrile (115 mg, 0.575 mmol) in dichloromethane (5 mL) was added boron tribromide (431 mg, 1.73 mmol) at −10° C. The reaction was then warmed to room temperature and stirred for 16 hours. The reaction was quenched with methanol (0.5 mL) and water (5 mL), and extracted with ethyl acetate (3×15 mL). The combined organics were washed with brine (15 mL), dried over sodium sulfate, filtered and concentrated to give 1-(4-hydroxyphenyl)-1H-pyrazol... Reactants: NC1=C(C=CC=C1N)C (2,3-diaminotoluene), CNC(C(=O)OCC)=O (ethyl N-methyloxamate), C([O-])(O)=O.[Na+] (sodium bicarbonate), C(C)(=O)OCC (ethyl acetate). Solvent: CN(C=O)C (N,N-dimethylformamide). Reaction conditions: temperature 175 celsius, time 8 hour. The product is CC1=CC=CC=2NC(=NC21)C(NC)=O (4-methyl-2-(N-methylcarbamoyl)-1H-benzimidazole). The yield is 37.8%. Reaction SMILES: [NH2:1][C:2]1[C:7]([NH2:8])=[CH:6][CH:5]=[CH:4][C:3]=1[CH3:9].[CH3:10][NH:11][C:12](=[O:18])[C:13](OCC)=O.C(=O)(O)[O-].[Na+].C(OCC)(=O)C>CN(C)C=O>[CH3:9][C:3]1[C:2]2[N:1]=[C:13]([C:12](=[O:18])[NH:11][CH3:10])[NH:8][C:7]=2[CH:6]=[CH:5][CH:4]=1 |f:2.3|. Procedure: A mixture of 2,3-diaminotoluene (2.0 g) and ethyl N-methyloxamate (2.36 g) in N,N-dimethylformamide (10 ml) was stirred at 175° C. for 8 hours. After being cooled to ambient temperature, the mixture as poured into a mixture of saturated aqueous sodium bicarbonate solution and ethyl acetate and the organic layer was separated. The organic layer was washed with brine and the solution was dried over magnesium sulfate. The solvent was evaporated in vacuo and the residue was chromatographed on silica...